Task: describe an organic reaction: reactants, conditions, products, and yield. Dataset: the Open Reaction Database (ORD), a public repository of structured organic reaction records Reaction SMILES: [CH3:16][OH:17].[NH2:1][c:2]1[n:3][c:4]2[c:5]([nH:6]1)[c:7]([O:14][CH3:15])[cH:8][cH:9][c:10]2[C:11](=[O:12])[OH:13]>>[NH2:1][c:2]1[n:3][c:4]2[c:5]([nH:6]1)[c:7]([O:14][CH3:15])[cH:8][cH:9][c:10]2[C:11]([O:12][CH3:16])=[O:13]. The reactants are CO, COc1ccc(C(=O)O)c2nc(N)[nH]c12. Product: COC(=O)c1ccc(OC)c2[nH]c(N)nc12. Reactants: CC1=C(NC(=C1)C)C(=O)OCC (ethyl 3,5-dimethyl-1H-pyrrole-2-carboxylate), BrBr (bromine). The solvent is C(Cl)(Cl)(Cl)Cl (carbon tetrachloride), C(Cl)(Cl)(Cl)Cl (carbon tetrachloride), C(Cl)Cl (DCM). Reaction conditions: time 2 hour. The product is BrC=1C(=C(NC1C)C(=O)OCC)C (ethyl 4-bromo-3,5-dimethyl-1H-pyrrole-2-carboxylate). RXN SMILES: [CH3:1][C:2]1[CH:6]=[C:5]([CH3:7])[NH:4][C:3]=1[C:8]([O:10][CH2:11][CH3:12])=[O:9].[Br:13]Br>C(Cl)(Cl)(Cl)Cl.C(Cl)Cl>[Br:13][C:6]1[C:2]([CH3:1])=[C:3]([C:8]([O:10][CH2:11][CH3:12])=[O:9])[NH:4][C:5]=1[CH3:7]. Procedure details: To a solution of ethyl 3,5-dimethyl-1H-pyrrole-2-carboxylate (3.42 g, 20 mmol) in carbon tetrachloride (40 mL) was added a solution of bromine in carbon tetrachloride (10 mL) dropwise at 20° C. After the addition was complete, stirring was continued for 2 h. The reaction mixture was diluted with DCM, washed with aqueous NaHCO3 and water, and then dried over Na2SO4. Evaporation of solvent gave ethyl 4-bromo-3,5-dimethyl-1H-pyrrole-2-carboxylate as a solid (4.8 g), which was used in the next step ... Reactants: [BH4-], COc1ccc(NC(=O)c2ccc([N+](=O)[O-])cc2C(N)=O)cc1, CO, [Na+], C1CCOC1, O. The product is COc1ccc(N2C(=O)c3ccc([N+](=O)[O-])cc3C2O)cc1. RXN SMILES: [BH4-:24].[CH3:1][O:2][c:3]1[cH:4][cH:5][c:6]([NH:9][C:10]([c:11]2[c:12]([C:13](=[O:14])[NH2:15])[cH:16][c:17]([N+:20](=[O:21])[O-:22])[cH:18][cH:19]2)=[O:23])[cH:7][cH:8]1.[CH3:27][OH:28].[Na+:25].[O:29]1[CH2:30][CH2:31][CH2:32][CH2:33]1.[OH2:26]>>[CH3:1][O:2][c:3]1[cH:4][cH:5][c:6]([N:9]2[C:10](=[O:23])[c:11]3[c:12]([cH:16][c:17]([N+:20](=[O:21])[O-:22])[cH:18][cH:19]3)[CH:13]2[OH:14])[cH:7][cH:8]1. Starting materials: FC1=C(C=C(C=C1)OC)C=COC (1-fluoro-4-methoxy-2-(2-methoxyvinyl)benzene), Cl.N(N)C1=CC=NC=C1 (4-hydrazinopyridine hydrochloride), C1(=CC=C(C=C1)S(=O)(=O)O)C (p-toluene sulfonic acid). Solvent: C(C)O (ethanol). The product is Cl.FC1=C(C=C(C=C1)OC)CC=NNC1=CC=NC=C1 (N-[2-(2-fluoro-5-methoxy-phenyl)ethylidene]-N'-pyridin-4-yl-hydrazine hydrochloride). Isolated yield 40.8%. As a reaction SMILES: [F:1][C:2]1[CH:7]=[CH:6][C:5]([O:8][CH3:9])=[CH:4][C:3]=1[CH:10]=[CH:11]OC.[ClH:14].[NH:15]([C:17]1[CH:22]=[CH:21][N:20]=[CH:19][CH:18]=1)[NH2:16].C1(C)C=CC(S(O)(=O)=O)=CC=1>C(O)C>[ClH:14].[F:1][C:2]1[CH:7]=[CH:6][C:5]([O:8][CH3:9])=[CH:4][C:3]=1[CH2:10][CH:11]=[N:16][NH:15][C:17]1[CH:22]=[CH:21][N:20]=[CH:19][CH:18]=1 |f:1.2,5.6|. Procedure: To a solution of 1-fluoro-4-methoxy-2-(2-methoxyvinyl)benzene (20 g) and 4-hydrazinopyridine hydrochloride (17.7 g) in ethanol (300 ml), p-toluene sulfonic acid (3.13 g) was added, with stirring. The reaction mixture was stirred under reflux for 2 hrs, filtered, and the filtrate was concentrated in vacuo. The residue was recrystallized from methanol to yield 13.24 g (41%) of product, mp 219-220° C. Starting materials: FC1=NC=CC(=C1)C (2-fluoro-4-picoline), O1CCCC1 (tetrahydrofuran), C(CCC)[Li] (n-butyllithium), p-formaldehyde, O1CCCC1 (tetrahydrofuran), C(C)(C)NC(C)C (diisopropylamine), O1CCCC1 (tetrahydrofuran), CCCCCC (hexane), [Cl-].[NH4+] (ammonium chloride). Run at temperature -80 celsius, time 1 hour. Yields the product FC1=NC=CC(=C1)CCO (2-Fluoro-4-(2-hydroxyethyl)pyridine). Isolated yield 57.0%. As a reaction SMILES: C(NC(C)C)(C)C.C([Li])CCC.CCCCCC.[F:19][C:20]1[CH:25]=[C:24]([CH3:26])[CH:23]=[CH:22][N:21]=1.[Cl-].[NH4+].[O:29]1CCC[CH2:30]1>>[F:19][C:20]1[CH:25]=[C:24]([CH2:26][CH2:30][OH:29])[CH:23]=[CH:22][N:21]=1 |f:4.5|. Procedure: To a solution of anhydrous diisopropylamine (18.5 mL, 0.13 mol) in anhydrous tetrahydrofuran (160 mL) was added dropwise at −80° C., under argon, a 1.3 M n-butyllithium solution in hexane (100 mL, 0.13 mol). The mixture was stirred at −80° C. for 1 h before addition dropwise of a solution of 2-fluoro-4-picoline (41) (9.00 g, 6.30 mmol) in anhydrous tetrahydrofuran (60 mL). The mixture was stirred at −80° C. for 1 h once again before addition dropwise of a p-formaldehyde (16.6 g, 0.55 mol) suspen...